From a dataset of the Open Reaction Database (ORD), a public repository of structured organic reaction records. describe an organic reaction: reactants, conditions, products, and yield Starting materials: [H-].[Na+] (sodium hydride), C(C(C)C)OC1=C(C=O)C=CC=C1 (2-isobutoxybenzaldehyde), C(C)(=O)OCC (ethyl acetate), C(C)OP(=O)(OCC)CC(=O)OCC (ethyl diethylphosphonoacetate). Run in O1CCCC1 (tetrahydrofuran), O (water), O1CCCC1 (tetrahydrofuran). Run at temperature 40 celsius, time 30 minute. Product: C(C(C)C)OC1=C(C=CC=C1)/C=C/C(=O)OCC (ethyl (E)-3-(2-isobutoxyphenyl)-2-propenoate). As a reaction SMILES: [H-].[Na+].C(OP([CH2:11][C:12]([O:14][CH2:15][CH3:16])=[O:13])(OCC)=O)C.[CH2:17]([O:21][C:22]1[CH:29]=[CH:28][CH:27]=[CH:26][C:23]=1[CH:24]=O)[CH:18]([CH3:20])[CH3:19].C(OCC)(=O)C>O1CCCC1.O>[CH2:17]([O:21][C:22]1[CH:29]=[CH:28][CH:27]=[CH:26][C:23]=1/[CH:24]=[CH:11]/[C:12]([O:14][CH2:15][CH3:16])=[O:13])[CH:18]([CH3:20])[CH3:19] |f:0.1|. Procedure: 0.92 g of 60% sodium hydride was suspended in 30 mL of tetrahydrofuran, to which 5.0 mL of ethyl diethylphosphonoacetate was added dropwise over 5 minutes at room temperature, and this mixture was stirred for 30 minutes at 40° C. Then, after 3.40 g of 2-isobutoxybenzaldehyde dissolved in 20 mL of tetrahydrofuran was added to the mixture dropwise over 20 minutes at room temperature, this mixture was stirred for one hour at the same temperature. The reaction mixture was added to a mixture of ethyl... Reactants: C1=CC=CC=2C3=CC=CC=C3C(C12)COC(=O)N[C@H](C(=O)O)CSC(C1=CC=CC=C1)(C1=CC=CC=C1)C1=CC=CC=C1 (2(R)-(9H-Fluoren-9-ylmethoxycarbonylamino)-3-tritylsulfanyl-propionic acid), N[C@@H](CS)C(=O)O ((R)-cysteine), trityl, C(C)(C)(C)O (t-butyl alcohol), C1(CCCCC1)N=C=NC1CCCCC1 (dicyclohexyl carbodiimide). The reagents and catalysts are CN(C1=CC=NC=C1)C (4-(dimethylamino)pyridine). Solvent: O1CCCC1 (tetrahydrofuran). Yields the product C(C)(C)(C)OC([C@H](CSC(C1=CC=CC=C1)(C1=CC=CC=C1)C1=CC=CC=C1)NC(=O)OCC1C2=CC=CC=C2C=2C=CC=CC12)=O (2(R)-(9H-fluoren-9-ylmethoxycarbonylamino)-3-tritylsulfanyl-propionic acid tert-butyl ester). Reaction SMILES: [CH:1]1[C:13]2[CH:12]([CH2:14][O:15][C:16]([NH:18][C@@H:19]([CH2:23][S:24][C:25]([C:38]3[CH:43]=[CH:42][CH:41]=[CH:40][CH:39]=3)([C:32]3[CH:37]=[CH:36][CH:35]=[CH:34][CH:33]=3)[C:26]3[CH:31]=[CH:30][CH:29]=[CH:28][CH:27]=3)[C:20]([OH:22])=[O:21])=[O:17])[C:11]3[C:6](=[CH:7][CH:8]=[CH:9][CH:10]=3)[C:5]=2[CH:4]=[CH:3][CH:2]=1.N[C@H](C(O)=O)CS.[C:51](O)([CH3:54])([CH3:53])[CH3:52].C1(N=C=NC2CCCCC2)CCCCC1>CN(C)C1C=CN=CC=1.O1CCCC1>[C:51]([O:21][C:20](=[O:22])[C@@H:19]([NH:18][C:16]([O:15][CH2:14][CH:12]1[C:13]2[CH:1]=[CH:2][CH:3]=[CH:4][C:5]=2[C:6]2[C:11]1=[CH:10][CH:9]=[CH:8][CH:7]=2)=[O:17])[CH2:23][S:24][C:25]([C:38]1[CH:39]=[CH:40][CH:41]=[CH:42][CH:43]=1)([C:32]1[CH:33]=[CH:34][CH:35]=[CH:36][CH:37]=1)[C:26]1[CH:27]=[CH:28][CH:29]=[CH:30][CH:31]=1)([CH3:54])([CH3:53])[CH3:52]. Procedure details: In one incarnation of the present invention, as illustrated below, the cysteine derivative is 2(R)-(benzhydrylidene-amino)-3-tritylsulfanyl-propionic acid tert-butyl ester. 2(R)-(Benzhydrylidene-amino)-3-tritylsulfanyl-propionic acid tert-butyl ester can be formed by the following process: (1) 2(R)-(9H-Fluoren-9-ylmethoxycarbonylamino)-3-tritylsulfanyl-propionic acid (i.e., (R)-cysteine with Fmoc a protected amino group and with a trityl protected —SH group), is reacted with t-butyl alcohol and ...